Dataset: the Open Reaction Database (ORD), a public repository of structured organic reaction records. Task: describe an organic reaction: reactants, conditions, products, and yield Reactants: BrC=1C(=[N+](C=CC1C)[O-])C (3-Bromo-2,4-dimethylpyridine-N-oxide), Cl (hydrochloric acid), O.C(C)O (water ethanol). Run in C(C)(=O)OC(C)=O (acetic anhydride), C(C)(=O)OC(C)=O (acetic anhydride). The product is BrC=1C(=NC=CC1C)CO (3-bromo-2-hydroxymethyl-4-methylpyridine). Reaction SMILES: [Br:1][C:2]1[C:3]([CH3:10])=[N+:4]([O-])[CH:5]=[CH:6][C:7]=1[CH3:8].O.C([OH:14])C.Cl>C(OC(=O)C)(=O)C>[Br:1][C:2]1[C:3]([CH2:10][OH:14])=[N:4][CH:5]=[CH:6][C:7]=1[CH3:8] |f:1.2|. Procedure: 3-Bromo-2,4-dimethylpyridine-N-oxide (14.7 g) in warm acetic anhydride (150 ml) was added dropwise to acetic anhydride (500 ml) at 125° and the mixture was refluxed for 1/2 hour, allowed to cool and then poured into water/ethanol (4:1, 500 ml). The solution was acidified with dilute hydrochloric acid and evaporated to dryness. The residue was refluxed with 2 N hydrochloric acid (100 ml) for 1 hour, cooled and extracted with chloroform. The aqueous phase was adjusted to pH 12 with sodium hydroxid...